This data is from the Open Reaction Database (ORD), a public repository of structured organic reaction records. The task is: describe an organic reaction: reactants, conditions, products, and yield Reactants: CO, COc1ccc(CC(=O)Nc2ccc(C(=O)C(C)Cl)cc2)cc1OC, [Na+], [OH-]. Yields the product COc1ccc(CC(=O)Nc2ccc(C3OC3C)cc2)cc1OC. As a reaction SMILES: [CH3:28][OH:29].[Cl:1][CH:2]([C:3](=[O:4])[c:5]1[cH:6][cH:7][c:8]([NH:11][C:12]([CH2:13][c:14]2[cH:15][c:16]([O:22][CH3:23])[c:17]([O:20][CH3:21])[cH:18][cH:19]2)=[O:24])[cH:9][cH:10]1)[CH3:25].[Na+:27].[OH-:26]>>[CH:2]1([CH3:25])[CH:3]([c:5]2[cH:6][cH:7][c:8]([NH:11][C:12]([CH2:13][c:14]3[cH:15][c:16]([O:22][CH3:23])[c:17]([O:20][CH3:21])[cH:18][cH:19]3)=[O:24])[cH:9][cH:10]2)[O:4]1. Starting materials: CO, CC12CCC(=O)C=C1CCC1C3CC(O)C(O)(C(=O)CO)C3(C)CC(O)C12F, C=C(C=[N+]=[N-])c1ccccc1. The product is C=C(COC1CC2C3CCC4=CC(=O)CCC4(C)C3(F)C(O)CC2(C)C1(O)C(=O)CO)c1ccccc1. As a reaction SMILES: [CH3:40][OH:41].[F:12][C:13]12[C:14]3([CH3:39])[CH2:15][CH2:16][C:17](=[O:38])[CH:18]=[C:19]3[CH2:20][CH2:21][CH:22]1[CH:23]1[CH2:24][CH:25]([OH:37])[C:26]([C:27]([CH2:28][OH:29])=[O:30])([OH:36])[C:31]1([CH3:35])[CH2:32][CH:33]2[OH:34].[c:1]1([C:7](=[CH2:8])[CH:9]=[N+:10]=[N-:11])[cH:2][cH:3][cH:4][cH:5][cH:6]1>>[c:1]1([C:7](=[CH2:8])[CH2:9][O:37][CH:25]2[CH2:24][CH:23]3[CH:22]4[C:13]([F:12])([C:14]5([CH3:39])[CH2:15][CH2:16][C:17](=[O:38])[CH:18]=[C:19]5[CH2:20][CH2:21]4)[CH:33]([OH:34])[CH2:32][C:31]3([CH3:35])[C:26]2([C:27]([CH2:28][OH:29])=[O:30])[OH:36])[cH:2][cH:3][cH:4][cH:5][cH:6]1. Reactants: CCOC(C)=O, Cc1cccc(S(=O)(=O)Nc2ccc(C)n(CC(=O)OC(C)(C)C)c2=O)c1, Cl. The product is Cc1cccc(S(=O)(=O)Nc2ccc(C)n(CC(=O)O)c2=O)c1. As a reaction SMILES: [CH3:29][CH2:30][O:31][C:32](=[O:33])[CH3:34].[CH3:2][c:3]1[cH:4][c:5]([S:9](=[O:10])(=[O:11])[NH:12][c:13]2[c:14](=[O:28])[n:15]([CH2:20][C:21](=[O:22])[O:23][C:24]([CH3:25])([CH3:26])[CH3:27])[c:16]([CH3:19])[cH:17][cH:18]2)[cH:6][cH:7][cH:8]1.[ClH:1]>>[CH3:2][c:3]1[cH:4][c:5]([S:9](=[O:10])(=[O:11])[NH:12][c:13]2[c:14](=[O:28])[n:15]([CH2:20][C:21](=[O:22])[OH:23])[c:16]([CH3:19])[cH:17][cH:18]2)[cH:6][cH:7][cH:8]1. Starting materials: CC(CC(=O)O)(C(=O)O)C (3,3-dimethylsuccinic acid), NC(=O)N (urea). Run in O (water). Reaction conditions: temperature 160 celsius, time 10 hour. Product: CC1(C(NC(C1)=O)=O)C (3,3-dimethylpyrrolidin-2,5-dione). Yield: 89.7%. RXN SMILES: [CH3:1][C:2]([CH3:10])([C:7](O)=[O:8])[CH2:3][C:4](O)=[O:5].[NH2:11]C(N)=O>O>[CH3:1][C:2]1([CH3:10])[CH2:3][C:4](=[O:5])[NH:11][C:7]1=[O:8]. Procedure: The mixture of 10 g of 3,3-dimethylsuccinic acid and 102.7 g of urea was stirred for 10 hours at 160° C. Into the reaction mixture was added water at 100° C., and the mixture was cooled to near room temperature. The mixture was extracted with ethyl acetate three times. The organic layers were washed with a saturated sodium chloride aqueous solution, dried over anhydrous magnesium sulfate and concentrated. The residue was subjected to silica gel column chromatography to obtain 7.8 g of 3,3-dimeth...